From a dataset of the Open Reaction Database (ORD), a public repository of structured organic reaction records. describe an organic reaction: reactants, conditions, products, and yield The reactants are FC1=CC=C(C=C1)C(CCCCN1CCC(CC1)C=1C=C(C=CC1)NC(C(C)C)=O)=O (N-(3-{1-[5-(4-fluorophenyl)-5-oxopentyl]-4-piperidinyl}phenyl)-2-methylpropanamide), Cl.C1(=CC=CC=C1)N(N)C1=CC=CC=C1 (1,1-diphenylhydrazine hydrochloride). Yields the product FC1=CC=C(C=C1)C=1N(C2=CC=CC=C2C1CCCN1CCC(CC1)C=1C=C(C=CC1)NC(C(C)C)=O)C1=CC=CC=C1 (N-[3-(1-{3-[2-(4-FLUOROPHENYL)-1-PHENYL-1H-INDOL-3-YL]PROPYL}-4-PIPERIDINYL)PHENYL]-2-METHYLPROPANAMIDE). Reaction SMILES: [F:1][C:2]1[CH:7]=[CH:6][C:5]([C:8](=O)[CH2:9][CH2:10][CH2:11][CH2:12][N:13]2[CH2:18][CH2:17][CH:16]([C:19]3[CH:20]=[C:21]([NH:25][C:26](=[O:30])[CH:27]([CH3:29])[CH3:28])[CH:22]=[CH:23][CH:24]=3)[CH2:15][CH2:14]2)=[CH:4][CH:3]=1.Cl.[C:33]1([N:39]([C:41]2[CH:46]=[CH:45][CH:44]=[CH:43][CH:42]=2)N)[CH:38]=[CH:37][CH:36]=[CH:35][CH:34]=1>>[F:1][C:2]1[CH:7]=[CH:6][C:5]([C:8]2[N:39]([C:41]3[CH:46]=[CH:45][CH:44]=[CH:43][CH:42]=3)[C:33]3[C:34]([C:9]=2[CH2:10][CH2:11][CH2:12][N:13]2[CH2:18][CH2:17][CH:16]([C:19]4[CH:20]=[C:21]([NH:25][C:26](=[O:30])[CH:27]([CH3:29])[CH3:28])[CH:22]=[CH:23][CH:24]=4)[CH2:15][CH2:14]2)=[CH:35][CH:36]=[CH:37][CH:38]=3)=[CH:4][CH:3]=1 |f:1.2|. Procedure: Prepared by Procedure E and Scheme M using N-(3-{1-[5-(4-fluorophenyl)-5-oxopentyl]-4-piperidinyl}phenyl)-2-methylpropanamide and 1,1-diphenylhydrazine hydrochloride: ESMS m/e: 548.2 (M+H)+. Reactants: C(CCCCCCCCCCC)N (dodecylamine), N1=C(Cl)N=C(Cl)N=C1Cl (cyanuric chloride), O (water). Run in CC(=O)C (acetone), CC(=O)C (acetone). Conditions: time 4 hour. Product: ClC1=NC(=NC(=N1)Cl)N(C1=NC(=NC(=N1)Cl)Cl)CCCCCCCCCCCC (N,N-bis-(2,4-dichloro-1,3,5-triazine-6-yl)-n-dodecylamine). As a reaction SMILES: [N:1]1[C:8]([Cl:9])=[N:7][C:5]([Cl:6])=[N:4][C:2]=1Cl.[CH2:10]([NH2:22])[CH2:11][CH2:12][CH2:13][CH2:14][CH2:15][CH2:16][CH2:17][CH2:18][CH2:19][CH2:20][CH3:21].O>CC(C)=O>[Cl:6][C:5]1[N:7]=[C:8]([Cl:9])[N:1]=[C:2]([N:22]([CH2:10][CH2:11][CH2:12][CH2:13][CH2:14][CH2:15][CH2:16][CH2:17][CH2:18][CH2:19][CH2:20][CH3:21])[C:2]2[N:1]=[C:8]([Cl:9])[N:7]=[C:5]([Cl:6])[N:4]=2)[N:4]=1. Procedure details: To a solution of cyanuric chloride (38.0 g) in acetone (350 ml) was added dropwise a suspension of dodecylamine (18.5 g) in acetone (40 ml) at 10° C. After addition, the mixture was stirred for 4 hours at that temperature. The reaction mixture was poured into water (2 l) and extracted with ethyl acetate. The extract was dried over anhydrous sodium sulfate and ethyl acetate was distilled off. The resulting oil was purified with silica gel column chromatography (eluent=benzene:n-hexane=4:1) to aff...